This data is from the Open Reaction Database (ORD), a public repository of structured organic reaction records. The task is: describe an organic reaction: reactants, conditions, products, and yield Reactants: [N+](=O)([O-])C1=CCCC1 (1-nitrocyclopentene), ICCC1OCCCO1 (2-(2-iodoethyl)-1,3-dioxane), C(#N)[Cu] (CuCN), [Li+].[Cl-] (LiCl), Cl (HCl). The reagents and catalysts are [Cu].[Zn] (zinc-copper), [Zn] (zinc). Run in C1CCOC1 (THF), C1CCOC1 (THF), CC(=O)O (AcOH), CC(=O)O (AcOH). Conditions: temperature 0 celsius. Product: [N+](=O)([O-])C1C(CCC1)CCC1OCCCO1 (2-[2-(2-Nitrocyclopentyl)ethyl]-1,3-dioxane). The yield is 85.3%. Reaction SMILES: [N+:1]([C:4]1[CH2:8][CH2:7][CH2:6][CH:5]=1)([O-:3])=[O:2].I[CH2:10][CH2:11][CH:12]1[O:17][CH2:16][CH2:15][CH2:14][O:13]1.C([Cu])#N.[Li+].[Cl-].Cl>C1COCC1.[Cu].[Zn].[Zn].CC(O)=O>[N+:1]([CH:4]1[CH2:8][CH2:7][CH2:6][CH:5]1[CH2:10][CH2:11][CH:12]1[O:17][CH2:16][CH2:15][CH2:14][O:13]1)([O-:3])=[O:2] |f:3.4,7.8|. Procedure: At -78° C., add 1-nitrocyclopentene (1.8 ml, 18.4 mmol) in THF (20 ml) to a THF solution (33 ml) of the zinc-copper reagent prepared from 2-(2-iodoethyl)-1,3-dioxane (5.6 gm, 23 mm), zinc powder (1.58 g), CuCN (1.9 g) and LiCl (1.7 g), according to the general procedure of P. Knochel et. al. (J, Org. Chem. 1989, 54, 5200). After 15 min. warm to 0° C. for one hour, then recool to -78° C. and add AcOH (2.0 ml). Warm to RT, add AcOH:0.1N HCl (15 ml, 1:2) and stir for one hr. Partition between EtOAc... Reactants: O=C([O-])[O-], CN(C)C=O, CCCn1cnnc1CCl, Cl, [K+], [K+], O, Nc1ccc(S)c(C(F)(F)F)c1. Yields the product CCCn1cnnc1CSc1ccc(N)cc1C(F)(F)F. RXN SMILES: [C:24](=[O:25])([O-:26])[O-:27].[CH3:30][N:31]([CH3:32])[CH:33]=[O:34].[Cl:14][CH2:15][c:16]1[n:17][n:18][cH:19][n:20]1[CH2:21][CH2:22][CH3:23].[ClH:13].[K+:28].[K+:29].[OH2:35].[SH:1][c:2]1[c:3]([C:9]([F:10])([F:11])[F:12])[cH:4][c:5]([NH2:6])[cH:7][cH:8]1>>[S:1]([c:2]1[c:3]([C:9]([F:10])([F:11])[F:12])[cH:4][c:5]([NH2:6])[cH:7][cH:8]1)[CH2:15][c:16]1[n:17][n:18][cH:19][n:20]1[CH2:21][CH2:22][CH3:23].